The task is: describe an organic reaction: reactants, conditions, products, and yield. This data is from the Open Reaction Database (ORD), a public repository of structured organic reaction records. Reactants: O=C([O-])O, COC(=O)COc1cc(OC)c(SCCC=O)cc1C, CO, Cl, [Na+], Nc1ccc(-c2ccccc2)cn1. The product is COC(=O)COc1cc(OC)c(SCCCNc2ccc(-c3ccccc3)cn2)cc1C. RXN SMILES: [C:35](=[O:36])([OH:37])[O-:38].[CH3:14][O:15][C:16]([CH2:17][O:18][c:19]1[c:20]([CH3:32])[cH:21][c:22]([S:27][CH2:28][CH2:29][CH:30]=[O:31])[c:23]([O:25][CH3:26])[cH:24]1)=[O:33].[CH3:40][OH:41].[ClH:34].[Na+:39].[c:1]1(-[c:7]2[cH:8][cH:9][c:10]([NH2:13])[n:11][cH:12]2)[cH:2][cH:3][cH:4][cH:5][cH:6]1>>[c:1]1(-[c:7]2[cH:8][cH:9][c:10]([NH:13][CH2:30][CH2:29][CH2:28][S:27][c:22]3[cH:21][c:20]([CH3:32])[c:19]([O:18][CH2:17][C:16]([O:15][CH3:14])=[O:33])[cH:24][c:23]3[O:25][CH3:26])[n:11][cH:12]2)[cH:2][cH:3][cH:4][cH:5][cH:6]1. The reactants are CCC(=O)OC, CCCCc1nc(CO[Si](C)(C)C(C)(C)C)c(C=O)n1Cc1ccccc1Cl, [Li]CCCC, ClCCl, CN(C)c1ccccn1, CC(=O)OC(C)=O, Cc1ccccc1, CCCCCC, CCOC(C)=O, CC(C)NC(C)C, C1CCC2=NCCCN2CC1, C1CCOC1, O. Product: CCCCc1nc(CO[Si](C)(C)C(C)(C)C)c(C=CC(=O)OC)n1Cc1ccccc1Cl. Reaction SMILES: [C:13]([CH2:14][CH3:15])(=[O:16])[O:17][CH3:18].[CH2:19]([CH2:20][CH2:21][CH3:22])[c:23]1[n:24]([CH2:39][c:40]2[c:41]([Cl:46])[cH:42][cH:43][cH:44][cH:45]2)[c:25]([CH:37]=[O:38])[c:26]([CH2:28][O:29][Si:30]([CH3:31])([CH3:32])[C:33]([CH3:34])([CH3:35])[CH3:36])[n:27]1.[CH2:1]([Li:2])[CH2:3][CH2:4][CH3:5].[CH2:79]([Cl:80])[Cl:81].[CH3:47][N:48]([c:49]1[cH:50][cH:51][cH:52][cH:53][n:54]1)[CH3:55].[CH3:56][C:57]([O:58][C:59](=[O:60])[CH3:61])=[O:62].[CH3:82][c:83]1[cH:84][cH:85][cH:86][cH:87][cH:88]1.[CH3:89][CH2:90][CH2:91][CH2:92][CH2:93][CH3:94].[CH3:95][CH2:96][O:97][C:98](=[O:99])[CH3:100].[CH:6]([NH:7][CH:8]([CH3:9])[CH3:10])([CH3:11])[CH3:12].[N:63]12[CH2:64][CH2:65][CH2:66][N:67]=[C:68]1[CH2:69][CH2:70][CH2:71][CH2:72][CH2:73]2.[O:74]1[CH2:75][CH2:76][CH2:77][CH2:78]1.[OH2:101]>>[C:13]([CH:14]=[CH:15][c:25]1[n:24]([CH2:39][c:40]2[c:41]([Cl:46])[cH:42][cH:43][cH:44][cH:45]2)[c:23]([CH2:19][CH2:20][CH2:21][CH3:22])[n:27][c:26]1[CH2:28][O:29][Si:30]([CH3:31])([CH3:32])[C:33]([CH3:34])([CH3:35])[CH3:36])(=[O:16])[O:17][CH3:18].